This data is from the Open Reaction Database (ORD), a public repository of structured organic reaction records. The task is: describe an organic reaction: reactants, conditions, products, and yield Reactants: [O-]C#N.[Na+] (sodium cyanate), ClC=1C=C(CN)C=CC1 (3-chlorobenzylamine), Cl (HCl). The solvent is O (water), C1CCOC1 (THF). Conditions: time 3 day. Product: ClC=1C=C(CNC(=O)N)C=CC1 ((3-Chlorobenzyl)urea). Reaction SMILES: [O-:1][C:2]#[N:3].[Na+].[Cl:5][C:6]1[CH:7]=[C:8]([CH:11]=[CH:12][CH:13]=1)[CH2:9][NH2:10].Cl>O.C1COCC1>[Cl:5][C:6]1[CH:7]=[C:8]([CH:11]=[CH:12][CH:13]=1)[CH2:9][NH:10][C:2]([NH2:3])=[O:1] |f:0.1|. Procedure: 3.22 g of sodium cyanate was added to a solution of 5.50 ml of 3-chlorobenzylamine in 40 ml of water and 40 ml of THF followed by dropwise addition of 48.6 ml of 1N HCl. After 3 days, the mixture was evaporated to dryness, the residue extracted with hot THF and the filtrate again evaporated to dryness. The residue was suspended in 180 ml of diethyl ether and the solid collected to give the title compound (7.91 g) as a white solid. Starting materials: O=[O+][O-] (Ozone), CSC (dimethyl sulfide), C(OC)(OC)OC (Trimethyl orthoformate), O.C1(=CC=C(C=C1)S(=O)(=O)O)C (p-toluenesulfonic acid monohydrate), N1=CC=CC=C1 (pyridine), resultant mixture, methyl, CC(=CC(=O)[O-])C (3-methylbut-2-enoate). Solvent: CO (methanol). Conditions: temperature -20 celsius, time 20 minute. Product: COC(C[C@@H]1[C@H](C(N1)=O)C(C)(C)OC)OC ((3S, 4R)-4-(2,2-dimethoxyethyl)-3-(1-methoxy-1-methylethyl)azetidin-2-one). Reaction SMILES: O=[O+][O-].CC(C)=C[C:7]([O-:9])=O.CSC.[CH:14]([O:19][CH3:20])([O:17][CH3:18])OC.[OH2:21].[C:22]1([CH3:32])[CH:27]=[CH:26][C:25](S(O)(=O)=O)=C[CH:23]=1.[N:33]1[CH:38]=CC=CC=1>CO>[CH3:20][O:19][CH:14]([O:17][CH3:18])[CH2:25][C@H:26]1[NH:33][C:38](=[O:21])[C@@H:27]1[C:22]([O:9][CH3:7])([CH3:23])[CH3:32] |f:4.5|. Reported procedure: Ozone was passed through a solution of methyl 2-[(3S, 4R)-3-(1-methoxy-1-methylethyl)-2-oxo-4-allylazetidin-1-yl[-3-methylbut-2-enoate (1.45 g) in methanol (87 ml) at -78° C. over a period of 50 minutes. The resultant blue solution was babbled with nitrogen for 20 minutes, and dimethyl sulfide (14.5 ml) was added to the mixture. The mixture was allowed to warm to -20° C. over a period of 20 minutes, stored at -20° C. for 2 hours and at 0° C. for additional 4 hours, followed by allowing to stand ... RXN SMILES: [Br:1][c:2]1[c:3]([I:19])[c:4]2[c:5]([n:6][cH:7]1)[n:8]([CH2:11][O:12][CH2:13][CH2:14][Si:15]([CH3:16])([CH3:17])[CH3:18])[cH:9][cH:10]2.[CH3:20][Zn:21][CH3:22].[CH3:36][CH2:37][O:38][C:39](=[O:40])[CH3:41].[Na+:24].[Na+:25].[O-:26][S:27](=[O:28])(=[O:29])[O-:30].[O:31]1[CH2:32][CH2:33][CH2:34][CH2:35]1.[OH2:23]>>[Br:1][c:2]1[c:3]([CH3:20])[c:4]2[c:5]([n:6][cH:7]1)[n:8]([CH2:11][O:12][CH2:13][CH2:14][Si:15]([CH3:16])([CH3:17])[CH3:18])[cH:9][cH:10]2. The reactants are C[Si](C)(C)CCOCn1ccc2c(I)c(Br)cnc21, C[Zn]C, CCOC(C)=O, [Na+], [Na+], O=S(=O)([O-])[O-], C1CCOC1, O. The product is Cc1c(Br)cnc2c1ccn2COCC[Si](C)(C)C. The solvent is CO (methanol). The reactants are C(C)(C)(C)OC(NCC1CNCCC1)=O (tert-butyl(piperidin-3-ylmethyl)carbamate), C([O-])([O-])=O.[K+].[K+] (potassium carbonate), BrCC1=CC=C(C=C1)C(F)(F)F (1-(bromomethyl)-4-(trifluoromethyl)benzene). Yields the product C(C)(C)(C)OC(NCC1CN(CCC1)CC1=CC=C(C=C1)C(F)(F)F)=O (tert-butyl({1-[4-(trifluoromethyl)benzyl]piperidin-3-yl}methyl)carbamate). The yield is 57.3%. Reaction conditions: temperature 70 celsius, time 0.5 hour. Procedure: To a mixture of 830 mg of potassium carbonate in 50 ml of methanol was added tert-butyl(piperidin-3-ylmethyl)carbamate (643 mg), followed by 1-(bromomethyl)-4-(trifluoromethyl)benzene (717 mg). The mixture was heated to 70° C. and stirred for 0.5 h. The sample was filtered through a small plug of silica gel and concentrated in vacuo to provide tert-butyl({1-[4-(trifluoromethyl)benzyl]piperidin-3-yl}methyl)carbamate (640 mg). To a solution of this protected amine in 10 ml of dichloromethane was a... RXN SMILES: C(=O)([O-])[O-].[K+].[K+].[C:7]([O:11][C:12](=[O:21])[NH:13][CH2:14][CH:15]1[CH2:20][CH2:19][CH2:18][NH:17][CH2:16]1)([CH3:10])([CH3:9])[CH3:8].Br[CH2:23][C:24]1[CH:29]=[CH:28][C:27]([C:30]([F:33])([F:32])[F:31])=[CH:26][CH:25]=1>CO>[C:7]([O:11][C:12](=[O:21])[NH:13][CH2:14][CH:15]1[CH2:20][CH2:19][CH2:18][N:17]([CH2:23][C:24]2[CH:25]=[CH:26][C:27]([C:30]([F:31])([F:32])[F:33])=[CH:28][CH:29]=2)[CH2:16]1)([CH3:10])([CH3:8])[CH3:9] |f:0.1.2|.